Dataset: the Open Reaction Database (ORD), a public repository of structured organic reaction records. Task: describe an organic reaction: reactants, conditions, products, and yield The solvent is O (Water). Reaction conditions: temperature 70 celsius, time 1 hour. Yields the product ClC=1C=NC=C(C1)OCC (3-Chloro-5-ethoxypyridine). Reaction SMILES: [Na].[CH2:2]([OH:4])[CH3:3].Cl[C:6]1[CH:7]=[N:8][CH:9]=[C:10]([Cl:12])[CH:11]=1.CS(C)=O>O>[Cl:12][C:10]1[CH:9]=[N:8][CH:7]=[C:6]([O:4][CH2:2][CH3:3])[CH:11]=1 |^1:0|. Starting materials: [Na] (Sodium), C(C)O (ethanol), ClC=1C=NC=C(C1)Cl (3,5-Dichloropyridine), CS(=O)C (dimethyl sulfoxide), crude mixture. Reported procedure: Sodium (8.1 g, 338 mmol) was added to ethanol (200 ml). After complete reaction, the excess of ethanol was evaporated. 3,5-Dichloropyridine (40.0 g, 270 mmol) and dimethyl sulfoxide (300 ml) were added to the crude mixture. The mixture was stirred at 70° C. for 1 h. Water (500 ml) was added, followed by extraction twice with ethyl acetate (300 ml). The product was isolated in quantitative yield. Reactants: CC=Cc1cc(F)cc(Br)c1O, Cc1ccccc1, CCOC(=O)N=NC(=O)OCC, C=CC(O)COS(=O)(=O)c1ccc(C)cc1, c1ccc(P(c2ccccc2)c2ccccc2)cc1. Product: C=CC(COS(=O)(=O)c1ccc(C)cc1)Oc1c(Br)cc(F)cc1C=CC. As a reaction SMILES: [Br:1][c:2]1[c:3]([OH:12])[c:4]([CH:9]=[CH:10][CH3:11])[cH:5][c:6]([F:8])[cH:7]1.[CH3:60][c:61]1[cH:62][cH:63][cH:64][cH:65][cH:66]1.[O:48]=[C:49]([O:50][CH2:51][CH3:52])[N:53]=[N:54][C:55]([O:56][CH2:57][CH3:58])=[O:59].[OH:13][CH:14]([CH2:15][O:16][S:17](=[O:18])(=[O:19])[c:20]1[cH:21][cH:22][c:23]([CH3:26])[cH:24][cH:25]1)[CH:27]=[CH2:28].[c:29]1([P:30]([c:31]2[cH:32][cH:33][cH:34][cH:35][cH:36]2)[c:37]2[cH:38][cH:39][cH:40][cH:41][cH:42]2)[cH:43][cH:44][cH:45][cH:46][cH:47]1>>[Br:1][c:2]1[c:3]([O:12][CH:14]([CH2:15][O:16][S:17](=[O:18])(=[O:19])[c:20]2[cH:21][cH:22][c:23]([CH3:26])[cH:24][cH:25]2)[CH:27]=[CH2:28])[c:4]([CH:9]=[CH:10][CH3:11])[cH:5][c:6]([F:8])[cH:7]1. Starting materials: CC1=C(C=O)C=CC=C1 (2-methylbenzaldehyde), CN (methylamine), [BH4-].[Na+] (NaBH4). Solvent: CO (MeOH). Conditions: temperature 25 celsius, time 30 minute. Yields the product CNCC1=C(C=CC=C1)C (methyl-(2-methyl-benzyl)-amine). Yield: 93.2%. RXN SMILES: [CH3:1][C:2]1[CH:9]=[CH:8][CH:7]=[CH:6][C:3]=1[CH:4]=O.[CH3:10][NH2:11].[BH4-].[Na+]>CO>[CH3:10][NH:11][CH2:4][C:3]1[CH:6]=[CH:7][CH:8]=[CH:9][C:2]=1[CH3:1] |f:2.3|. Reported procedure: To a solution of 2-methylbenzaldehyde (10.0 g, 83.23 mmol) in MeOH at 25° C. was added methylamine (40 % in H2O, 25.85 g, 332.9 mmol). The reaction mixture was stirred at 25° C. for 30 min after which time it was cooled to 0° C. and NaBH4 (6.30 g, 166.5 mmol) was added portion-wise. The reaction mixture was then warmed to 25° C. and stirred for an additional 1 hr. The solvent was removed under reduced pressure and water and CH2Cl2 were added. The organic layer was separated and washed with satur...